Dataset: the Open Reaction Database (ORD), a public repository of structured organic reaction records. Task: describe an organic reaction: reactants, conditions, products, and yield The reactants are Cl.FC=1C=C(C=C(C1)F)NN (3,5-difluorophenyl hydrazine hydrochloride), C(C(=O)C)(=O)OCC (ethyl pyruvate). Product: FC=1C=C(C=C(C1)F)NNC(C(=O)OCC)C (ethyl 2-(3,5-difluorophenyl hydrazino)propionate). RXN SMILES: Cl.[F:2][C:3]1[CH:4]=[C:5]([NH:10][NH2:11])[CH:6]=[C:7]([F:9])[CH:8]=1.[C:12]([O:17][CH2:18][CH3:19])(=[O:16])[C:13]([CH3:15])=O>>[F:2][C:3]1[CH:4]=[C:5]([NH:10][NH:11][CH:13]([CH3:15])[C:12]([O:17][CH2:18][CH3:19])=[O:16])[CH:6]=[C:7]([F:9])[CH:8]=1 |f:0.1|. Procedure details: A mixture of 3,5-difluorophenyl hydrazine hydrochloride (5.0 g) and ethyl pyruvate (4.6 ml) methyl alcohol (25 ml) was refluxed for 1 hour, and the solvent was evaporated under reduced pressure. The residual solid was triturated with hexane to give ethyl 2-(3,5-difluorophenyl hydrazino)propionate (4.65 g) as colorless crystals. mp 139-141° C. APCI-Mass m/Z 243 (M+H). (2) A suspension of the above compound (4.65 g) in toluene (47 ml) was added to polyphosphoric acid (23 g), and the mixture was re...